describe an organic reaction: reactants, conditions, products, and yield From a dataset of the Open Reaction Database (ORD), a public repository of structured organic reaction records. The reactants are ClC1=C(C=C(C=C1[N+](=O)[O-])[N+](=O)[O-])[N+](=O)[O-] (2-chloro-1,3,5-trinitrobenzene), [Sn] (tin), Cl (hydrochloric acid). Product: ClC1=C(C=C(C=C1N)N)N (2-chloro-1,3,5-triaminobenzene). Reaction SMILES: [Cl:1][C:2]1[C:7]([N+:8]([O-])=O)=[CH:6][C:5]([N+:11]([O-])=O)=[CH:4][C:3]=1[N+:14]([O-])=O.[Sn].Cl>>[Cl:1][C:2]1[C:7]([NH2:8])=[CH:6][C:5]([NH2:11])=[CH:4][C:3]=1[NH2:14] |^3:16|. Procedure: The nitro groups of 2-chloro-1,3,5-trinitrobenzene (1) are reduced by reaction with tin and hydrochloric acid to yield 2-chloro-1,3,5-triaminobenzene (2).